From a dataset of the Open Reaction Database (ORD), a public repository of structured organic reaction records. describe an organic reaction: reactants, conditions, products, and yield Reactants: CC(C)([O-])C.[K+] (potassium t-butoxide), COC=1C=C(C=CC1)CCC1=C(C=CC=C1)O (2-[2-(3-methoxyphenyl)ethyl]phenol). Run in CC(=O)N(C)C (dimethylacetamide). Run at time 30 minute. The product is COC=1C=C(C=CC1)CCC1=C(C=CC=C1)[O-].[K+] (potassium 2-[2-(3-methoxyphenyl)ethyl]phenolate). RXN SMILES: CC(C)([O-])C.[K+:6].[CH3:7][O:8][C:9]1[CH:10]=[C:11]([CH2:15][CH2:16][C:17]2[CH:22]=[CH:21][CH:20]=[CH:19][C:18]=2[OH:23])[CH:12]=[CH:13][CH:14]=1>CC(N(C)C)=O>[CH3:7][O:8][C:9]1[CH:10]=[C:11]([CH2:15][CH2:16][C:17]2[CH:22]=[CH:21][CH:20]=[CH:19][C:18]=2[O-:23])[CH:12]=[CH:13][CH:14]=1.[K+:6] |f:0.1,4.5|. Procedure: 9.83 g of potassium t-butoxide were added, whilst ice-cooling and stirring, to a solution of 20.0 g of 2-[2-(3-methoxyphenyl)ethyl]phenol (prepared as described in Preparation 20) in 50 ml of dimethylacetamide, and the resulting mixture was stirred at the same temperature for 30 minutes, to give potassium 2-[2-(3-methoxyphenyl)ethyl]phenolate.